From a dataset of the Open Reaction Database (ORD), a public repository of structured organic reaction records. describe an organic reaction: reactants, conditions, products, and yield Reactants: Cc1ccc(CC(=O)O)cc1, Cc1cccc(N)c1C. The reagents and catalysts are COC1=NC(=NC(=N1)Cl)OC (CDMT), CN1CCOCC1 (NMM). Run in CN(C)C=O (DMF), CN(C)C=O (DMF), CN(C)C=O (DMF), CN(C)C=O (DMF), CN(C)C=O (DMF), CN(C)C=O (DMF). Reaction conditions: temperature 25 celsius, time 2 hour. Product: Cc1ccc(CC(=O)Nc2cccc(C)c2C)cc1. Isolated yield 89.0%. RXN SMILES: Cc1cccc(N)c1C.Cc1ccc(CC(=O)O)cc1.COC1=NC(=NC(=N1)Cl)OC.CN1CCOCC1.CN(C)C=O>>Cc1ccc(CC(=O)Nc2cccc(C)c2C)cc1. Starting materials: C(C(=C)C)(=O)N=C=O (methacryloyl isocyanate), C(C)(C)(C)C1=C(C(=CC(=C1)C)C(C)(C)C)O (2,6-di-t-butyl-4-methylphenol), CS (Methylmercaptan), resultant solution. The solvent is ClCCCl (1,2-dichloroethane). Yields the product C(C(=C)C)(=O)NC(OC)=S (methyl N-methacryloylthiocarbamate). Reaction SMILES: [C:1]([N:6]=C=O)(=[O:5])[C:2]([CH3:4])=[CH2:3].C(C1C=C(C)C=C(C(C)(C)C)[C:14]=1[OH:24])(C)(C)C.[CH3:25][SH:26]>ClCCCl>[C:1]([NH:6][C:25](=[S:26])[O:24][CH3:14])(=[O:5])[C:2]([CH3:4])=[CH2:3]. Procedure: To a solution of methacryloyl isocyanate (4.9 g; 44 mmol) in 1,2-dichloroethane (12 ml), 2,6-di-t-butyl-4-methylphenol (50 mg) was added, and the resultant solution was ice-cooled. Methylmercaptan gas and nitrogen gas were blown into the solution. After completion of the reaction, the solvent was removed by evaporation under reduced pressure to give methyl N-methacryloylthiocarbamate (4.98 g), which was recrystallized from a mixture of hexane and benzene to give colorless prisms. M.P., 66°-68° C... Reactants: O (H2O), FC1=CC=C2CCN(C2=C1)C1CCNCC1 (6-fluoro-1-(piperidin-4-yl)indoline), ClC1=CC=C(N=N1)N1C=NC(=C1)CO ((1-(6-chloropyridazin-3-yl)-1H-imidazol-4-yl)methanol), CCN(C(C)C)C(C)C (DIPEA). Run in CS(=O)C (DMSO). Run at temperature 180 celsius. Product: FC1=CC=C2CCN(C2=C1)C1CCN(CC1)C1=CC=C(N=N1)N1C=NC(=C1)CO ((1-(6-(4-(6-fluoroindolin-1-yl)piperidin-1-yl)pyridazin-3-yl)-1H-imidazol-4-yl)methanol). RXN SMILES: [F:1][C:2]1[CH:10]=[C:9]2[C:5]([CH2:6][CH2:7][N:8]2[CH:11]2[CH2:16][CH2:15][NH:14][CH2:13][CH2:12]2)=[CH:4][CH:3]=1.Cl[C:18]1[N:23]=[N:22][C:21]([N:24]2[CH:28]=[C:27]([CH2:29][OH:30])[N:26]=[CH:25]2)=[CH:20][CH:19]=1.CCN(C(C)C)C(C)C.O>CS(C)=O>[F:1][C:2]1[CH:10]=[C:9]2[C:5]([CH2:6][CH2:7][N:8]2[CH:11]2[CH2:16][CH2:15][N:14]([C:18]3[N:23]=[N:22][C:21]([N:24]4[CH:28]=[C:27]([CH2:29][OH:30])[N:26]=[CH:25]4)=[CH:20][CH:19]=3)[CH2:13][CH2:12]2)=[CH:4][CH:3]=1. Procedure: To a mixture of 6-fluoro-1-(piperidin-4-yl)indoline (100 mg, 0.4 mmol) and (1-(6-chloropyridazin-3-yl)-1H-imidazol-4-yl)methanol, prepared as in STEP 1 above (63 mg, 0.3 mmol) in DMSO (1.5 mL) was added DIPEA (0.16 mL, 0.9 mmol). The resulting mixture was sealed and heated at 180° C. for 1.5 h under microwave irradiation. The resulting mixture was then poured into H2O (30 mL) and the aqueous layer was extracted with 10% CH2Cl2/Et2O (80 mL×4). The combined organic layer was dried (Na2SO4) and fil... Starting materials: NC=1C=C(C=CC1F)C(C)=O (1-(3-amino-4-fluorophenyl)-ethanone), [BH4-].[Na+] (NaBH4). The solvent is CO (MeOH), C(Cl)Cl (CH2Cl2). Conditions: time 0.5 hour. The product is NC=1C=C(C=CC1F)C(C)O ((±)-1-(3-Amino-4-fluorophenyl)-ethanol). Isolated yield 95.4%. RXN SMILES: [NH2:1][C:2]1[CH:3]=[C:4]([C:9](=[O:11])[CH3:10])[CH:5]=[CH:6][C:7]=1[F:8].[BH4-].[Na+]>CO.C(Cl)Cl>[NH2:1][C:2]1[CH:3]=[C:4]([CH:9]([OH:11])[CH3:10])[CH:5]=[CH:6][C:7]=1[F:8] |f:1.2|. Procedure: To a solution of 1-(3-amino-4-fluorophenyl)-ethanone (3 g) in a mixture of MeOH (20 mL) and CH2Cl2 (20 mL) was added in portions NaBH4 (1520 mg) at 0° C. After stirring for 0.5 hours, the reaction mixture was quenched with saturated NH4Cl solution and most of the solvent was removed in vacuo. The residue was extracted with CH2Cl2, and the combined organic layer was washed with water, dried over MgSO4 and concentrated in vacuo. The residue was purified by silica gel flash chromatography (33% ethy... Starting materials: OS(=O)(=O)O (H2SO4), ClC=1C(=CC(=C(C1)N)OC)OC (5-chloro-2,4-dimethoxy-phenylamine), [N-]=[N+]=[N-].[Na+] (sodium azide), N(=O)[O-].[Na+] (sodium nitrite). Solvent: O (water), O (water), O (water), O (water). Run at temperature 0 celsius. Product: N(=[N+]=[N-])C1=C(C=C(C(=C1)Cl)OC)OC (1-Azido-5-chloro-2,4-dimethoxy-benzene). RXN SMILES: OS(O)(=O)=O.[Cl:6][C:7]1[C:8]([O:16][CH3:17])=[CH:9][C:10]([O:14][CH3:15])=[C:11]([NH2:13])[CH:12]=1.N([O-])=O.[Na+].[N-:22]=[N+:23]=[N-].[Na+]>O>[N:13]([C:11]1[CH:12]=[C:7]([Cl:6])[C:8]([O:16][CH3:17])=[CH:9][C:10]=1[O:14][CH3:15])=[N+:22]=[N-:23] |f:2.3,4.5|. Procedure details: To a solution of concentrated H2SO4 (5 mL) in water (15 mL), 5-chloro-2,4-dimethoxy-phenylamine (3 g, 16 mmol) was added, resulting a deep purple suspension. More water (15 mL) was then added and the mixture was cooled and stirred vigorously at 0° C. in an ice-salt bath. A solution of sodium nitrite (1.2 g, 17.4 mmol) in water (5 mL) was added slowly and a brown solution was obtained. This solution was stirred at this temperature for an hour. After that, a solution of sodium azide (1.2 g, 18.5 m... Reactants: C[Si](C)(C)CCOCCl, [H-], Ic1ncnc2[nH]cnc12, [Na+], CN(C)C=O. The product is C[Si](C)(C)CCOCn1cnc2c(I)ncnc21. RXN SMILES: [CH3:13][Si:14]([CH3:15])([CH3:16])[CH2:17][CH2:18][O:19][CH2:20][Cl:21].[H-:11].[I:1][c:2]1[c:3]2[n:4][cH:5][nH:6][c:7]2[n:8][cH:9][n:10]1.[Na+:12].[O:22]=[CH:23][N:24]([CH3:25])[CH3:26]>>[I:1][c:2]1[c:3]2[n:4][cH:5][n:6]([CH2:20][O:19][CH2:18][CH2:17][Si:14]([CH3:13])([CH3:15])[CH3:16])[c:7]2[n:8][cH:9][n:10]1.